Dataset: the Open Reaction Database (ORD), a public repository of structured organic reaction records. Task: describe an organic reaction: reactants, conditions, products, and yield The reactants are CC=1N=NC=CC1 (3-methylpyridazine), ClC(COC(=O)Cl)(Cl)Cl (2,2,2-trichloroethylchloroformate), CC=1NC(CSC1)=O (5-methyl-2H-1,4-thiazin-3(4H)-one), Example 2 ( i ). Product: CC=1NC(CSC1C1C(=NN(C=C1)C(=O)OCC(Cl)(Cl)Cl)C)=O (5-methyl-6-[1-(2,2,2-trichloroethoxy-carbonyl)-3-methyl-1,4-dihydro-4-pyridazinyl]2H-1,4-thiazin-3(4H)-one). Isolated yield 10.0%. As a reaction SMILES: [CH3:1][C:2]1[N:3]=[N:4][CH:5]=[CH:6][CH:7]=1.[Cl:8][C:9]([Cl:16])([Cl:15])[CH2:10][O:11][C:12](Cl)=[O:13].[CH3:17][C:18]1[NH:19][C:20](=[O:24])[CH2:21][S:22][CH:23]=1>>[CH3:17][C:18]1[NH:19][C:20](=[O:24])[CH2:21][S:22][C:23]=1[CH:7]1[CH:6]=[CH:5][N:4]([C:12]([O:11][CH2:10][C:9]([Cl:16])([Cl:15])[Cl:8])=[O:13])[N:3]=[C:2]1[CH3:1]. Procedure details: A mixture of 3-methylpyridazine (1.82 ml), 2,2,2-trichloroethylchloroformate (3.44 ml) and 5-methyl-2H-1,4-thiazin-3(4H)-one (1.29 g) was treated in the same manner as described in Example 2 (i) to give the titled compound (0.4 g, yield 10%) as white crystals. n-Hexane-ethyl acetate (=3:2) was used as a developing eluant. The reactants are C[Al](C)C, CC(C)N, CCOC(=O)c1cn2nc(Cl)ccc2n1, C1CCOC1. Product: CC(C)NC(=O)c1cn2nc(Cl)ccc2n1. RXN SMILES: [CH3:16][Al:17]([CH3:18])[CH3:19].[CH3:20][CH:21]([CH3:22])[NH2:23].[Cl:1][c:2]1[cH:3][cH:4][c:5]2[n:6]([n:7]1)[cH:8][c:9]([C:11]([O:13][CH2:12][CH3:14])=[O:15])[n:10]2.[O:24]1[CH2:25][CH2:26][CH2:27][CH2:28]1>>[Cl:1][c:2]1[cH:3][cH:4][c:5]2[n:6]([n:7]1)[cH:8][c:9]([C:11](=[O:13])[NH:23][CH:21]([CH3:20])[CH3:22])[n:10]2.